Dataset: the Open Reaction Database (ORD), a public repository of structured organic reaction records. Task: describe an organic reaction: reactants, conditions, products, and yield Starting materials: BrC1=CC=C(CC=2C=C3C(N(C=NC3=C3C2C=NC=C3)[C@@H]3[C@H](CCCC3)O)=O)C=C1 (6-(4-bromobenzyl)-3-[(1S,2S)-2-hydroxycyclohexyl]pyrido[3,4-h]quinazolin-4(3H)-one), N1CCOCC1 (morpholine), CC(C)([O-])C.[K+] (potassium tert-butoxide). The reagents and catalysts are CC(C)([P](C(C)(C)C)([Pd][P](C(C)(C)C)(C(C)(C)C)C(C)(C)C)C(C)(C)C)C (bis(tri-tert-butylphosphine)palladium(0)). Run in C1(=CC=CC=C1)C (toluene), C(C)(=O)OCC (ethyl acetate). Conditions: temperature 100 celsius. The product is O[C@@H]1[C@H](CCCC1)N1C=NC2=C3C(=C(C=C2C1=O)CC1=CC=C(C=C1)N1CCOCC1)C=NC=C3 (3-[(1S,2S)-2-Hydroxycyclohexyl]-6-(4-morpholin-4-ylbenzyl)pyrido[3,4-h]quinazolin-4(3H)-one). As a reaction SMILES: Br[C:2]1[CH:30]=[CH:29][C:5]([CH2:6][C:7]2[CH:8]=[C:9]3[C:14](=[C:15]4[CH:20]=[CH:19][N:18]=[CH:17][C:16]=24)[N:13]=[CH:12][N:11]([C@H:21]2[CH2:26][CH2:25][CH2:24][CH2:23][C@@H:22]2[OH:27])[C:10]3=[O:28])=[CH:4][CH:3]=1.[NH:31]1[CH2:36][CH2:35][O:34][CH2:33][CH2:32]1.CC(C)([O-])C.[K+]>C1(C)C=CC=CC=1.C(OCC)(=O)C.CC(C)([P](C(C)(C)C)([Pd][P](C(C)(C)C)(C(C)(C)C)C(C)(C)C)C(C)(C)C)C>[OH:27][C@H:22]1[CH2:23][CH2:24][CH2:25][CH2:26][C@@H:21]1[N:11]1[C:10](=[O:28])[C:9]2[C:14](=[C:15]3[CH:20]=[CH:19][N:18]=[CH:17][C:16]3=[C:7]([CH2:6][C:5]3[CH:29]=[CH:30][C:2]([N:31]4[CH2:36][CH2:35][O:34][CH2:33][CH2:32]4)=[CH:3][CH:4]=3)[CH:8]=2)[N:13]=[CH:12]1 |f:2.3,^1:58,64|. Procedure details: To a solution of 6-(4-bromobenzyl)-3-[(1S,2S)-2-hydroxycyclohexyl]pyrido[3,4-h]quinazolin-4(3H)-one (0.050 g, 0.11 mmol) in 1 mL of toluene under an atmosphere of nitrogen was added morpholine (0.038 g, 0.43 mmol), bis(tri-tert-butylphosphine)palladium(0) (2.8 mg, 0.0054 mmol), and potassium tert-butoxide (0.030 g, 0.27 mmol). The mixture was heated to 100° C. for 18 h, cooled to rt, and diluted with ethyl acetate. The organic solution was washed with saturated aqueous sodium bicarbonate and bri... RXN SMILES: [CH2:27]([N:28]=[C:29]=[N:30][CH2:31][CH2:32][CH2:33][N:34]([CH3:35])[CH3:36])[CH3:37].[CH2:38]([Cl:39])[Cl:40].[ClH:26].[F:14][c:15]1[c:16]([F:25])[c:17]([F:24])[c:18]([F:23])[c:19]([F:22])[c:20]1[OH:21].[OH:1][c:2]1[c:3]([O:12][CH3:13])[cH:4][c:5]([CH2:8][C:9](=[O:10])[OH:11])[cH:6][cH:7]1>>[OH:1][c:2]1[c:3]([O:12][CH3:13])[cH:4][c:5]([CH2:8][C:9]([O:10][c:20]2[c:15]([F:14])[c:16]([F:25])[c:17]([F:24])[c:18]([F:23])[c:19]2[F:22])=[O:11])[cH:6][cH:7]1. Product: COc1cc(CC(=O)Oc2c(F)c(F)c(F)c(F)c2F)ccc1O. Reactants: CCN=C=NCCCN(C)C, ClCCl, Cl, Oc1c(F)c(F)c(F)c(F)c1F, COc1cc(CC(=O)O)ccc1O.